Dataset: the Open Reaction Database (ORD), a public repository of structured organic reaction records. Task: describe an organic reaction: reactants, conditions, products, and yield The reactants are [Br-], CC(C)(C)NO, S=C=S, C[Mg+], CCOCC, CC(C)=O, COc1ccc(F)c2c1CC(NO)CO2, [Na+], [Na+], [Na+], O=S(=O)([O-])[O-], O=C([O-])O. The product is COc1ccc(F)c2c1CC(NC(C)(C)C)CO2. As a reaction SMILES: [Br-:23].[C:36]([CH3:37])([CH3:38])([CH3:39])[NH:40][OH:41].[C:42](=[S:43])=[S:44].[CH3:24][Mg+:25].[CH3:26][CH2:27][O:28][CH2:29][CH3:30].[CH3:45][C:46](=[O:47])[CH3:48].[F:1][c:2]1[cH:3][cH:4][c:5]([O:14][CH3:15])[c:6]2[c:11]1[O:10][CH2:9][CH:8]([NH:12][OH:13])[CH2:7]2.[Na+:16].[Na+:17].[Na+:35].[O-:18][S:19](=[O:20])(=[O:21])[O-:22].[O-:31][C:32]([OH:33])=[O:34]>>[F:1][c:2]1[cH:3][cH:4][c:5]([O:14][CH3:15])[c:6]2[c:11]1[O:10][CH2:9][CH:8]([NH:12][C:36]([CH3:37])([CH3:38])[CH3:39])[CH2:7]2. Starting materials: Cl.CCOCC (hydrochloric acid ether), N1CCC(CC1)NC=1C=C2C=NNC2=CC1 (N-(4-piperidinyl)-1H-indazol-5-amine). The solvent is C(Cl)(Cl)Cl (chloroform), CO (methanol). Reaction conditions: time 30 minute. Yields the product O.Cl.Cl.N1CCC(CC1)NC=1C=C2C=NNC2=CC1 (N-(4-piperidinyl)-1H-indazol-5-amine dihydrochloride monohydrate). The yield is 72.0%. As a reaction SMILES: [ClH:1].CC[O:4]CC.[NH:7]1[CH2:12][CH2:11][CH:10]([NH:13][C:14]2[CH:15]=[C:16]3[C:20](=[CH:21][CH:22]=2)[NH:19][N:18]=[CH:17]3)[CH2:9][CH2:8]1>C(Cl)(Cl)Cl.CO>[OH2:4].[ClH:1].[ClH:1].[NH:7]1[CH2:8][CH2:9][CH:10]([NH:13][C:14]2[CH:15]=[C:16]3[C:20](=[CH:21][CH:22]=2)[NH:19][N:18]=[CH:17]3)[CH2:11][CH2:12]1 |f:0.1,5.6.7.8|. Procedure details: A 1N-hydrochloric acid/ether solution (5 ml) was added to a solution of N-(4-piperidinyl)-1H-indazol-5-amine (433 mg, 2.00 mmol) in a mixture of chloroform (4 ml) and methanol (4 ml) at room temperature and stirred at room temperature for 30 minutes. The solid precipitated was collected by filtration and recrystallized from a mixture of chloroform and methanol to obtain N-(4-piperidinyl)-1H-indazol-5-amine dihydrochloride monohydrate (2.86 g, 72%). Starting materials: C(C)OC(C(CO)(CO)C1=CC(=NC=C1)Br)=O (2-(2-bromo-pyridin-4-yl)-3-hydroxy-2-hydroxymethyl-propionic acid ethyl ester), [C@@]12(C(=O)CC(CC1)C2(C)C)CS(=O)(=O)O ((1R)-(−)-10-camphor sulphonic acid). Solvent: CN(C)C=O (DMF). Run at temperature 80 celsius. The product is C(C)OC(=O)C1(COC(OC1)(C)C)C1=CC(=NC=C1)Br (5-(2-Bromo-pyridin-4-yl)-2,2-dimethyl-[1,3]dioxane-5-carboxylic acid ethyl ester). As a reaction SMILES: [CH2:1]([O:3][C:4](=[O:17])[C:5]([C:10]1[CH:15]=[CH:14][N:13]=[C:12]([Br:16])[CH:11]=1)([CH2:8][OH:9])[CH2:6][OH:7])[CH3:2].[C@@:18]12(CS(O)(=O)=O)C(C)(C)C(C[CH2:24]1)C[C:19]2=O>CN(C=O)C>[CH2:1]([O:3][C:4]([C:5]1([C:10]2[CH:15]=[CH:14][N:13]=[C:12]([Br:16])[CH:11]=2)[CH2:8][O:9][C:18]([CH3:24])([CH3:19])[O:7][CH2:6]1)=[O:17])[CH3:2]. Procedure: A mixture of 2-(2-bromo-pyridin-4-yl)-3-hydroxy-2-hydroxymethyl-propionic acid ethyl ester (30.0 g, 98.6 mmol) 2,2-dimethoxy propane (51.11 g, [60.5 ml], 493.1 mmol) and (1R)-(−)-10-camphor sulphonic acid (5.72 g, 24.65 mmol) in DMF (100 ml) was heated at 80° C. for 10 h. Reaction mixture was cooled to rt and concentrated under reduced pressure. The residue was dissolved in ethyl acetate and worked up by washing with water, brine, followed by drying over anhy. Na2SO4. Organic layer was concentra... Starting materials: CCOC(=O)C(Cc1ccc(OCC(=O)N(CC)Cc2ccc(Cl)cc2)cc1)OCC, C1CCOC1, Cl, [Li+], [OH-]. Yields the product CCOC(Cc1ccc(OCC(=O)N(CC)Cc2ccc(Cl)cc2)cc1)C(=O)O. Reaction SMILES: [CH2:1]([CH3:2])[O:3][C:4]([CH:5]([CH2:6][c:7]1[cH:8][cH:9][c:10]([O:13][CH2:14][C:15](=[O:16])[N:17]([CH2:18][CH3:19])[CH2:20][c:21]2[cH:22][cH:23][c:24]([Cl:27])[cH:25][cH:26]2)[cH:11][cH:12]1)[O:28][CH2:29][CH3:30])=[O:31].[CH2:35]1[O:36][CH2:37][CH2:38][CH2:39]1.[ClH:34].[Li+:33].[OH-:32]>>[O:3]=[C:4]([CH:5]([CH2:6][c:7]1[cH:8][cH:9][c:10]([O:13][CH2:14][C:15](=[O:16])[N:17]([CH2:18][CH3:19])[CH2:20][c:21]2[cH:22][cH:23][c:24]([Cl:27])[cH:25][cH:26]2)[cH:11][cH:12]1)[O:28][CH2:29][CH3:30])[OH:31]. Reported procedure: 10% Palladium on carbon (23 mg) was added to a solution N-{1-benzyl-3-[4-(benzyloxy)benzyl]-2-oxoazepan-3-yl}-4-(2-oxo-1,4-dihydroquinazolin-3 (2H)-yl)piperidine-1-carboxamide (67 mg, 0.100 mmol) in ethanol (5 mL). The reaction vessel was evacuated and back-filled with nitrogen (3×), then back-filled with hydrogen (1 atm). After 32 h, the mixture was filtered and concentrated. Purification by silica gel chromatography (1% methanol/dichloromethane→10% methanol/dichloromethane) gave the title comp... Solvent: C(C)O (ethanol). As a reaction SMILES: [CH2:1]([N:8]1[CH2:14][CH2:13][CH2:12][CH2:11][C:10]([NH:30][C:31]([N:33]2[CH2:38][CH2:37][CH:36]([N:39]3[CH2:48][C:47]4[C:42](=[CH:43][CH:44]=[CH:45][CH:46]=4)[NH:41][C:40]3=[O:49])[CH2:35][CH2:34]2)=[O:32])([CH2:15][C:16]2[CH:21]=[CH:20][C:19]([O:22]CC3C=CC=CC=3)=[CH:18][CH:17]=2)[C:9]1=[O:50])[C:2]1[CH:7]=[CH:6][CH:5]=[CH:4][CH:3]=1>[Pd].C(O)C>[CH2:1]([N:8]1[CH2:14][CH2:13][CH2:12][CH2:11][C:10]([NH:30][C:31]([N:33]2[CH2:34][CH2:35][CH:36]([N:39]3[CH2:48][C:47]4[C:42](=[CH:43][CH:44]=[CH:45][CH:46]=4)[NH:41][C:40]3=[O:49])[CH2:37][CH2:38]2)=[O:32])([CH2:15][C:16]2[CH:17]=[CH:18][C:19]([OH:22])=[CH:20][CH:21]=2)[C:9]1=[O:50])[C:2]1[CH:3]=[CH:4][CH:5]=[CH:6][CH:7]=1. Isolated yield 73.9%. The reagents and catalysts are [Pd] (Palladium on carbon). The reactants are C(C1=CC=CC=C1)N1C(C(CCCC1)(CC1=CC=C(C=C1)OCC1=CC=CC=C1)NC(=O)N1CCC(CC1)N1C(NC2=CC=CC=C2C1)=O)=O (N-{1-benzyl-3-[4-(benzyloxy)benzyl]-2-oxoazepan-3-yl}-4-(2-oxo-1,4-dihydroquinazolin-3 (2H)-yl)piperidine-1-carboxamide). Reaction conditions: time 32 hour. The product is C(C1=CC=CC=C1)N1C(C(CCCC1)(CC1=CC=C(C=C1)O)NC(=O)N1CCC(CC1)N1C(NC2=CC=CC=C2C1)=O)=O (N-[1-Benzyl-3-(4-hydroxybenzyl)-2-oxoazepan-3-yl]-4-(2-oxo-1,4-dihydroquinazolin-3(2H)-yl)piperidine-1-carboxamide). Starting materials: COc1cc(C(O)c2cccnc2)ccc1OCc1ccccc1, [K+], O=[Mn](=O)(=O)[O-], O. Product: COc1cc(C(=O)c2cccnc2)ccc1OCc1ccccc1. As a reaction SMILES: [CH2:1]([c:2]1[cH:3][cH:4][cH:5][cH:6][cH:7]1)[O:8][c:9]1[cH:10][cH:11][c:12]([CH:17]([OH:18])[c:19]2[cH:20][n:21][cH:22][cH:23][cH:24]2)[cH:13][c:14]1[O:15][CH3:16].[K+:30].[Mn:25]([O-:26])(=[O:27])(=[O:28])=[O:29].[OH2:31]>>[CH2:1]([c:2]1[cH:3][cH:4][cH:5][cH:6][cH:7]1)[O:8][c:9]1[cH:10][cH:11][c:12]([C:17](=[O:18])[c:19]2[cH:20][n:21][cH:22][cH:23][cH:24]2)[cH:13][c:14]1[O:15][CH3:16]. Starting materials: O (water), FC(S(=O)(=O)OC1=CC=2CCCC(C2C=C1)=O)(F)F (5-oxo-5,6,7,8-tetrahydronaphthalen-2-yl trifluoromethanesulfonate), N1CCOCC1 (morpholine), P(=O)([O-])([O-])[O-].[K+].[K+].[K+] (tripotassium phosphate). The reagents and catalysts are [Pd].[Pd].C(C1=CC=CC=C1)=CC(=O)C=CC1=CC=CC=C1.C(C1=CC=CC=C1)=CC(=O)C=CC1=CC=CC=C1.C(C1=CC=CC=C1)=CC(=O)C=CC1=CC=CC=C1 (tris(dibenzylideneacetone) dipalladium (0)), C(C)(C)(C)P(C1=C(C=CC=C1)C1=CC=CC=C1)C(C)(C)C (2-(di-tert-butylphosphino)biphenyl). Solvent: C(C)(=O)OCC (ethyl acetate), COCCOC (1,2-dimethoxyethane). The product is N1(CCOCC1)C=1C=C2CCCC(C2=CC1)=O (6-morpholin-4-yl-3,4-dihydro-2H-naphthalen-1-one). Isolated yield 95.8%. As a reaction SMILES: FC(F)(F)S(O[C:7]1[CH:16]=[CH:15][C:14]2[C:13](=[O:17])[CH2:12][CH2:11][CH2:10][C:9]=2[CH:8]=1)(=O)=O.[NH:20]1[CH2:25][CH2:24][O:23][CH2:22][CH2:21]1.P([O-])([O-])([O-])=O.[K+].[K+].[K+].O>COCCOC.[Pd].[Pd].C(=CC(C=CC1C=CC=CC=1)=O)C1C=CC=CC=1.C(=CC(C=CC1C=CC=CC=1)=O)C1C=CC=CC=1.C(=CC(C=CC1C=CC=CC=1)=O)C1C=CC=CC=1.C(P(C(C)(C)C)C1C=CC=CC=1C1C=CC=CC=1)(C)(C)C.C(OCC)(=O)C>[N:20]1([C:7]2[CH:8]=[C:9]3[C:14](=[CH:15][CH:16]=2)[C:13](=[O:17])[CH2:12][CH2:11][CH2:10]3)[CH2:25][CH2:24][O:23][CH2:22][CH2:21]1 |f:2.3.4.5,8.9.10.11.12|. Procedure details: A solution of 5-oxo-5,6,7,8-tetrahydronaphthalen-2-yl trifluoromethanesulfonate (3.40 g), morpholine (5.18 g), tripotassium phosphate (3.79 g), tris(dibenzylideneacetone) dipalladium (0) (109 mg) and 2-(di-tert-butylphosphino)biphenyl (71 mg) in 1,2-dimethoxyethane (24 mL) was stirred in a nitrogen atmosphere at 80° C. for one and a half hours. The reaction solution was returned to room temperature, and water and ethyl acetate were added to the reaction solution and the organic layer was partiti... The reactants are C1(=CC=CC=C1)C=1NC2=C(N1)C1=CC=CC=C1CC2 (2-phenyl-4,5-dihydro-naphtho[1,2-d]imidazole), CI (methyl iodide), ice water, CN(C=O)C (dimethylforamide), [H-].[Na+] (NaH). Run in C1=CC=CC=C1 (benzene). Reaction conditions: time 2 hour. Yields the product C1(=CC=CC=C1)C=1NC2=C(N1)C=1C=CC=CC1C2 (2-phenyl-1,8-dihydro-indeno[1,2-d]imidazole). As a reaction SMILES: [C:1]1([C:7]2[NH:8][C:9]3[CH2:19]C[C:17]4[C:12](=[CH:13][CH:14]=[CH:15][CH:16]=4)[C:10]=3[N:11]=2)[CH:6]=[CH:5][CH:4]=[CH:3][CH:2]=1.CN(C)C=O.[H-].[Na+].CI>C1C=CC=CC=1>[C:1]1([C:7]2[NH:8][C:9]3[CH2:19][C:17]4[CH:16]=[CH:15][CH:14]=[CH:13][C:12]=4[C:10]=3[N:11]=2)[CH:2]=[CH:3][CH:4]=[CH:5][CH:6]=1 |f:2.3|. Procedure details: To 2-phenyl-4,5-dihydro-naphtho[1,2-d]imidazole (2.46 g.) dissolved in 10 ml. of dimethylforamide, 0.5 g. of 55% NaH (mineral oil dispersion) and 1.41 g. of methyl iodide are added. After stirring for two hours at room temperature, and for one hour at 60° C., the mixture is poured into ice water. The resulting solid precipitate is dissolved in benzene and chromatographed through a silica gel column and eluted with benzene containing 10% of ethyl ether for separating the two methylated isomers. T...